Dataset: the Open Reaction Database (ORD), a public repository of structured organic reaction records. Task: describe an organic reaction: reactants, conditions, products, and yield The reactants are C(C1=CC=CC=C1)NC(CN1C(C2=CC=CC=C2C(=C1)C1=CC=CC=C1)=O)C (2-(2-benzylaminopropyl)-4-phenyl-1(2H)-isoquinolone), C(C)(=O)O (acetic acid), [H][H] (hydrogen). Reagents/catalysts: [C].[Pd] (palladium-carbon). The solvent is C(C)O (ethanol). The product is NC(CN1C(C2=CC=CC=C2C(=C1)C1=CC=CC=C1)=O)C (2-(2-aminopropyl)-4-phenyl-1(2H)-isoquinolone). The yield is 75.2%. RXN SMILES: C([NH:8][CH:9]([CH3:28])[CH2:10][N:11]1[CH:20]=[C:19]([C:21]2[CH:26]=[CH:25][CH:24]=[CH:23][CH:22]=2)[C:18]2[C:13](=[CH:14][CH:15]=[CH:16][CH:17]=2)[C:12]1=[O:27])C1C=CC=CC=1.C(O)(=O)C.[H][H]>[C].[Pd].C(O)C>[NH2:8][CH:9]([CH3:28])[CH2:10][N:11]1[CH:20]=[C:19]([C:21]2[CH:26]=[CH:25][CH:24]=[CH:23][CH:22]=2)[C:18]2[C:13](=[CH:14][CH:15]=[CH:16][CH:17]=2)[C:12]1=[O:27] |f:3.4|. Procedure: 36.8 g of 2-(2-benzylaminopropyl)-4-phenyl-1(2H)-isoquinolone preapred as described above, 12 g of 5% palladium-carbon, 50 ml of glacial acetic acid and 200 ml of ethanol were mixed, and the mixture was catalytically reduced while introducing hydrogen gas into the mixture at 60° to 70° C. After completion of the reduction reaction, the mixture was filtered, and the solvent was distilled off from the filtrate. The resulting residue was dissolved in 5% hydrochloric acid and the solution was washed... Starting materials: ClC1=CC=C(C=C1)C1C(N=C(N1)C1=C(C=C(C=C1)OC)OCC)CC (5-(4-Chloro-phenyl)-2-(2-ethoxy-4-methoxy-phenyl)-4-ethyl-4,5-dihydro-1H-imidazole), ClC1=CC=C(C=C1)C1C(N=C(N1C(=O)N1CCN(CC1)C)C1=C(C=C(C=C1)OC)OCC)CC1CCCC1 ([5-(4-chloro-phenyl)-4-cyclopentylmethyl-2-(2-ethoxy-4-methoxy-phenyl)-4,5-dihydro-imidazol-1-yl]-(4-methyl-piperazin-1-yl)-methanone). Product: ClC1=CC=C(C=C1)C1C(N=C(N1C(=O)N1CCC(CC1)N1CCCC1)C1=C(C=C(C=C1)OC)OCC)CC ([5-(4-Chloro-phenyl)-2-(2-ethoxy-4-methoxy-phenyl)-4-ethyl-4,5-dihydro-imidazol-1-yl]-(4-pyrrolidin-1-yl-piperidin-1-yl)-methanone). RXN SMILES: ClC1C=CC([CH:8]2[NH:12][C:11]([C:13]3[CH:18]=[CH:17]C(OC)=CC=3OCC)=NC2CC)=CC=1.[Cl:26][C:27]1[CH:32]=[CH:31][C:30]([CH:33]2[N:37]([C:38]([N:40]3[CH2:45][CH2:44]N(C)[CH2:42][CH2:41]3)=[O:39])[C:36]([C:47]3[CH:52]=[CH:51][C:50]([O:53][CH3:54])=[CH:49][C:48]=3[O:55][CH2:56][CH3:57])=[N:35][CH:34]2[CH2:58][CH:59]2CCCC2)=[CH:29][CH:28]=1>>[Cl:26][C:27]1[CH:32]=[CH:31][C:30]([CH:33]2[N:37]([C:38]([N:40]3[CH2:45][CH2:44][CH:8]([N:12]4[CH2:11][CH2:13][CH2:18][CH2:17]4)[CH2:42][CH2:41]3)=[O:39])[C:36]([C:47]3[CH:52]=[CH:51][C:50]([O:53][CH3:54])=[CH:49][C:48]=3[O:55][CH2:56][CH3:57])=[N:35][CH:34]2[CH2:58][CH3:59])=[CH:29][CH:28]=1. Reported procedure: [5-(4-Chloro-phenyl)-2-(2-ethoxy-4-methoxy-phenyl)-4-ethyl-4,5-dihydro-imidazol-1-yl]-(4-pyrrolidin-1-yl-piperidin-1-yl)-methanone was prepared from 5-(4-chloro-phenyl)-2-(2-ethoxy-4-methoxy-phenyl)-4-ethyl-4,5-dihydro-1H-imidazole (Example 20) in an analogous manner as described for the preparation of [5-(4-chloro-phenyl)-4-cyclopentylmethyl-2-(2-ethoxy-4-methoxy-phenyl)-4,5-dihydro-imidazol-1-yl]-(4-methyl-piperazin-1-yl)-methanone (Example 24). HR-MS (ES, m/z) observed 539.2792, calculated fo... Starting materials: NC1=CC(=NO1)C (5-Amino-3-methyl-isoxazole), NCC=1C=C(CN2CCN(CC2)C(=O)OCC)C=CC1F (Ethyl 4-(3-(aminomethyl)-4-fluorobenzyl)piperazine-1-carboxylate), CCN(C(C)C)C(C)C (DIPEA), ClC(=O)OC1=CC=C(C=C1)[N+](=O)[O-] (4-nitrophenyl chloroformate). Run in C1CCOC1.C(Cl)Cl (THF DCM), C1CCOC1 (THF), C(C)(=O)OCC (ethyl acetate). Conditions: time 10 minute. Yields the product FC1=C(C=C(CN2CCN(CC2)C(=O)OCC)C=C1)CNC(=O)NC1=CC(=NO1)C (ethyl 4-(4-fluoro-3-((3-(3-methylisoxazol-5-yl)ureido)methyl)benzyl)piperazine-1-carboxylate). Isolated yield 5.6%. As a reaction SMILES: [NH2:1][C:2]1[O:6][N:5]=[C:4]([CH3:7])[CH:3]=1.CCN(C(C)C)C(C)C.Cl[C:18](OC1C=CC([N+]([O-])=O)=CC=1)=[O:19].[NH2:30][CH2:31][C:32]1[CH:33]=[C:34]([CH:47]=[CH:48][C:49]=1[F:50])[CH2:35][N:36]1[CH2:41][CH2:40][N:39]([C:42]([O:44][CH2:45][CH3:46])=[O:43])[CH2:38][CH2:37]1>C1COCC1.C(OCC)(=O)C.C1COCC1.C(Cl)Cl>[F:50][C:49]1[CH:48]=[CH:47][C:34]([CH2:35][N:36]2[CH2:41][CH2:40][N:39]([C:42]([O:44][CH2:45][CH3:46])=[O:43])[CH2:38][CH2:37]2)=[CH:33][C:32]=1[CH2:31][NH:30][C:18]([NH:1][C:2]1[O:6][N:5]=[C:4]([CH3:7])[CH:3]=1)=[O:19] |f:6.7|. Procedure details: 5-Amino-3-methyl-isoxazole (100 mg, 1.02 mmol, 1.0 equiv.) was added to a vial and dissolved in anhydrous THF (EMD, 5 mL) and redistilled DIPEA (196 ul, 1.12 mmol, 1.1 equiv.) under atmosphere of N2. To this solution 4-nitrophenyl chloroformate (205 mg, 1.02 mmol, 1.0 equiv.) was added directly and the vial was purged again with nitrogen. After 10 minutes, the reaction turned off-white and opaque; after 12 hours of stirring at room temperature the mixture became yellow in color. The presence of ...